Dataset: the Open Reaction Database (ORD), a public repository of structured organic reaction records. Task: describe an organic reaction: reactants, conditions, products, and yield Reactants: N-Aryl-benzenesulfonamides, NC1=C(C=C(C=C1)Cl)C(=O)C=1C(=NC=CC1)C ((2 amino-5-chloro-phenyl)-(2-methyl-pyridin-3-yl)-methanone), CS(=O)(=O)C1=CC=C(C=C1)S(=O)(=O)Cl (4-methanesulfonyl-benzenesulfonyl chloride). Yields the product ClC1=CC(=C(C=C1)NS(=O)(=O)C1=CC=C(C=C1)S(=O)(=O)C)C(=O)C=1C(=NC=CC1)C (N-[4-Chloro-2-(2-methyl-pyridine-3-carbonyl)-phenyl]-4-methanesulfonyl-benzenesulfonamide). As a reaction SMILES: [NH2:1][C:2]1[CH:7]=[CH:6][C:5]([Cl:8])=[CH:4][C:3]=1[C:9]([C:11]1[C:12]([CH3:17])=[N:13][CH:14]=[CH:15][CH:16]=1)=[O:10].[CH3:18][S:19]([C:22]1[CH:27]=[CH:26][C:25]([S:28](Cl)(=[O:30])=[O:29])=[CH:24][CH:23]=1)(=[O:21])=[O:20]>>[Cl:8][C:5]1[CH:6]=[CH:7][C:2]([NH:1][S:28]([C:25]2[CH:24]=[CH:23][C:22]([S:19]([CH3:18])(=[O:21])=[O:20])=[CH:27][CH:26]=2)(=[O:30])=[O:29])=[C:3]([C:9]([C:11]2[C:12]([CH3:17])=[N:13][CH:14]=[CH:15][CH:16]=2)=[O:10])[CH:4]=1. Procedure: The title compound was prepared according to the general procedure for the synthesis of N-Aryl-benzenesulfonamides previously described using (2 amino-5-chloro-phenyl)-(2-methyl-pyridin-3-yl)-methanone and 4-methanesulfonyl-benzenesulfonyl chloride and purified by HPLC. 1H NMR (CDCl3) δ 10.86 (br s, 1, NH), 8.65 (dd, 1H, J=4.8 Hz, J=1.8 Hz), 8.02 (m, 4H), 7.78 (d, 1H, J=8.8 Hz), 7.53 (dd, 1H, J=8.8 Hz, J=2.6 Hz), 7.1-7.3 (m, 3H), 3.07 (s, 3H), 2.41 (s, 3H). MS: m/z 465 (M+1). Reaction SMILES: [C:1]([CH3:2])([CH3:3])([CH3:4])[O:5][C:6]([N:7]([CH:8]([CH3:9])[CH3:10])[CH2:11][CH2:12][OH:13])=[O:14].[OH:15][N:16]1[C:17](=[O:26])[c:18]2[c:19]([cH:22][cH:23][cH:24][cH:25]2)[C:20]1=[O:21]>>[C:1]([CH3:2])([CH3:3])([CH3:4])[O:5][C:6]([N:7]([CH:8]([CH3:9])[CH3:10])[CH2:11][CH2:12][O:13][N:16]1[C:17](=[O:26])[c:18]2[c:19]([cH:22][cH:23][cH:24][cH:25]2)[C:20]1=[O:21])=[O:14]. Yields the product CC(C)N(CCON1C(=O)c2ccccc2C1=O)C(=O)OC(C)(C)C. The reactants are CC(C)N(CCO)C(=O)OC(C)(C)C, O=C1c2ccccc2C(=O)N1O. The reactants are [OH-].[Li+] (lithium hydroxide), C(C)OC([C@H](CNC(=O)[C@H]1CN(CCC1)C(CCC1CCN(CC1)C(=O)OCC1=CC=CC=C1)=O)NC(C)=O)=O (N-[(R)-1-{3-(1-benzyloxycarbonyl-4-piperidyl)propionyl}-3-piperidylcarbonyl]-2(S) -acetylamino-β-alanine ethyl ester), OS(=O)(=O)[O-].[K+] (KHSO4). Solvent: O (water), C(C)O (ethanol), O1CCCC1 (tetrahydrofuran). Reaction conditions: temperature 0 celsius. Product: C(C1=CC=CC=C1)OC(=O)N1CCC(CC1)CCC(=O)N1C[C@@H](CCC1)C(=O)NC[C@@H](C(=O)O)NC(C)=O (N-[(R)-1-{3-(1-benzyloxycarbonyl-4-piperidyl)propionyl}-3-piperidylcarbonyl]-2(S)-acetylamino-β-alanine). Isolated yield 54.3%. RXN SMILES: C([O:3][C:4](=[O:40])[C@@H:5]([NH:36][C:37](=[O:39])[CH3:38])[CH2:6][NH:7][C:8]([C@@H:10]1[CH2:15][CH2:14][CH2:13][N:12]([C:16](=[O:35])[CH2:17][CH2:18][CH:19]2[CH2:24][CH2:23][N:22]([C:25]([O:27][CH2:28][C:29]3[CH:34]=[CH:33][CH:32]=[CH:31][CH:30]=3)=[O:26])[CH2:21][CH2:20]2)[CH2:11]1)=[O:9])C.[OH-].[Li+].OS([O-])(=O)=O.[K+]>C(O)C.O1CCCC1.O>[CH2:28]([O:27][C:25]([N:22]1[CH2:23][CH2:24][CH:19]([CH2:18][CH2:17][C:16]([N:12]2[CH2:13][CH2:14][CH2:15][C@@H:10]([C:8]([NH:7][CH2:6][C@H:5]([NH:36][C:37](=[O:39])[CH3:38])[C:4]([OH:40])=[O:3])=[O:9])[CH2:11]2)=[O:35])[CH2:20][CH2:21]1)=[O:26])[C:29]1[CH:30]=[CH:31][CH:32]=[CH:33][CH:34]=1 |f:1.2,3.4|. Procedure: To a solution of N-[(R)-1-{3-(1-benzyloxycarbonyl-4-piperidyl)propionyl}-3-piperidylcarbonyl]-2(S) -acetylamino-β-alanine ethyl ester (130 mg) in a mixture of ethanol (1.5 ml) and tetrahydrofuran (1.5 ml) was added a solution of lithium hydroxide (11 mg) in water (1.5 ml) under stirring at 0° C. After stirring at ambient temperature for 1 hour, the mixture was acidified with 10% KHSO4 aqueous solution and extracted with ethyl acetate. The extract was washed with water, brine and dried over MgSO4... Reactants: CC(C)(C)OC(=O)N1CC1COc1ccc(C#N)cc1, O=C(OCc1ccccc1)N1CC2CNCC(C1)O2, N#Cc1ccc(OCC2CO2)cc1. Product: CC(C)(C)OC(=O)NC(COc1ccc(C#N)cc1)CN1CC2CN(C(=O)OCc3ccccc3)CC(C1)O2. Reaction SMILES: [C:20](#[N:21])[c:22]1[cH:23][cH:24][c:25]([O:26][CH2:27][CH:28]2[N:29]([C:31](=[O:32])[O:33][C:34]([CH3:35])([CH3:36])[CH3:37])[CH2:30]2)[cH:38][cH:39]1.[CH:1]12[CH2:2][N:3]([C:10](=[O:11])[O:12][CH2:13][c:14]3[cH:15][cH:16][cH:17][cH:18][cH:19]3)[CH2:4][CH:5]([CH2:6][NH:7][CH2:8]1)[O:9]2.[O:40]1[CH2:41][CH:42]1[CH2:43][O:44][c:45]1[cH:46][cH:47][c:48]([C:49]#[N:50])[cH:51][cH:52]1>>[CH:1]12[CH2:2][N:3]([C:10](=[O:11])[O:12][CH2:13][c:14]3[cH:15][cH:16][cH:17][cH:18][cH:19]3)[CH2:4][CH:5]([CH2:6][N:7]([CH2:30][CH:28]([CH2:27][O:26][c:25]3[cH:24][cH:23][c:22]([C:20]#[N:21])[cH:39][cH:38]3)[NH:29][C:31](=[O:32])[O:33][C:34]([CH3:35])([CH3:36])[CH3:37])[CH2:8]1)[O:9]2. Reactants: FC1=C(OC2=CC(=NC=N2)NC(N(C)C2CCN(CC2)CCN(C)C)=O)C=CC(=C1)[N+](=O)[O-] (3-[6-(2-fluoro-4-nitrophenoxy)pyrimidin-4-yl]-1-[1-(2-dimethylaminoethyl)piperidin-4-yl]-1-methylurea). Reagents/catalysts: [OH-].[Pd+2].[OH-].[C] (palladium hydroxide carbon). The solvent is O1CCCC1 (tetrahydrofuran). Conditions: time 15.5 hour. Yields the product NC1=CC(=C(OC2=CC(=NC=N2)NC(N(C)C2CCN(CC2)CCN(C)C)=O)C=C1)F (3-[6-(4-Amino-2-fluorophenoxy)pyrimidin-4-yl]-1-[1-(2-dimethylaminoethyl)piperidin-4-yl]-1-methylurea). Isolated yield 98.0%. RXN SMILES: [F:1][C:2]1[CH:30]=[C:29]([N+:31]([O-])=O)[CH:28]=[CH:27][C:3]=1[O:4][C:5]1[N:10]=[CH:9][N:8]=[C:7]([NH:11][C:12](=[O:26])[N:13]([CH:15]2[CH2:20][CH2:19][N:18]([CH2:21][CH2:22][N:23]([CH3:25])[CH3:24])[CH2:17][CH2:16]2)[CH3:14])[CH:6]=1>O1CCCC1.[OH-].[Pd+2].[OH-].[C]>[NH2:31][C:29]1[CH:28]=[CH:27][C:3]([O:4][C:5]2[N:10]=[CH:9][N:8]=[C:7]([NH:11][C:12](=[O:26])[N:13]([CH:15]3[CH2:20][CH2:19][N:18]([CH2:21][CH2:22][N:23]([CH3:25])[CH3:24])[CH2:17][CH2:16]3)[CH3:14])[CH:6]=2)=[C:2]([F:1])[CH:30]=1 |f:2.3.4.5|. Procedure details: After adding 20% palladium hydroxide-carbon (18.3 mg) to a solution of 3-[6-(2-fluoro-4-nitrophenoxy)pyrimidin-4-yl]-1-[1-(2-dimethylaminoethyl)piperidin-4-yl]-1-methylurea (240 mg) in tetrahydrofuran (10 ml), the mixture was stirred for 15.5 hours at room temperature under a hydrogen atmosphere. The catalyst was filtered and washed with methanol. The filtrate was then concentrated to provide the title compound (220 mg, 98.0%) as a yellow amorphous substance. Reactants: BrC=1C=CC(=C(C1)[C@](CNS(=O)(=O)C1=C(C=CC=C1)[N+](=O)[O-])(C)O)F (N—[(S)-2-(5-bromo-2-fluoro-phenyl)-2-hydroxy-propyl]-2-nitro-benzenesulfon-amide), C1=CC=C(C=C1)P(C2=CC=CC=C2)C3=CC=CC=C3 (PPh3), N(=NC(=O)OCC)C(=O)OCC (diethyl azodicarboxylate). The solvent is C(Cl)Cl (CH2Cl2). Run at temperature 25 celsius, time 24 hour. The product is BrC=1C=CC(=C(C1)C1([N@@](C1)S(=O)(=O)C1=C(C=CC=C1)[N+](=O)[O-])C)F ((R)-2-(5-Bromo-2-fluoro-phenyl)-2-methyl-1-(2-nitro-benzenesulfonyl)-aziridine). RXN SMILES: [Br:1][C:2]1[CH:3]=[CH:4][C:5]([F:25])=[C:6]([C@@:8](O)([CH3:23])[CH2:9][NH:10][S:11]([C:14]2[CH:19]=[CH:18][CH:17]=[CH:16][C:15]=2[N+:20]([O-:22])=[O:21])(=[O:13])=[O:12])[CH:7]=1.C1C=CC(P(C2C=CC=CC=2)C2C=CC=CC=2)=CC=1.N(C(OCC)=O)=NC(OCC)=O>C(Cl)Cl>[Br:1][C:2]1[CH:3]=[CH:4][C:5]([F:25])=[C:6]([C:8]2([CH3:23])[CH2:9][N@:10]2[S:11]([C:14]2[CH:19]=[CH:18][CH:17]=[CH:16][C:15]=2[N+:20]([O-:22])=[O:21])(=[O:13])=[O:12])[CH:7]=1. Reported procedure: To a solution of N—[(S)-2-(5-bromo-2-fluoro-phenyl)-2-hydroxy-propyl]-2-nitro-benzenesulfon-amide (20.8 g, 48 mmol) in CH2Cl2 (400 ml) was added PPh3 (19.2 g, 72.4 mmol) at 0-5° C. and diethyl azodicarboxylate (11.6 ml, 72.4 mmol). The reaction mixture was stirred for 24 h at 25° C. and concentrated. The title compound was obtained after chromatographic purification over silica gel (hexane-EtOAc 20:1 to 2:1) as yellow crystals: TLC (toluene-EtOAc 3:1): Rf=0.69; UPLC RtH5=1.308 min; 1H NMR (360 M... Starting materials: FC1=C(C=CC(=C1F)OCCCCCCCC)B(O)O (2,3-difluro-4-octoxyphenylboronic acid), BrC1=CC=C(C=C1)I (4-bromoiodobenzene), BrC1=CC=C(C=C1)I (4-bromoiodobenzene), C([O-])([O-])=O.[Na+].[Na+] (sodium carbonate). The solvent is C(OC)COC (dimethoxyethane), C(OC)COC (dimethoxyethane). RXN SMILES: [F:1][C:2]1[C:7]([F:8])=[C:6]([O:9][CH2:10][CH2:11][CH2:12][CH2:13][CH2:14][CH2:15][CH2:16][CH3:17])[CH:5]=[CH:4][C:3]=1B(O)O.[Br:21][C:22]1[CH:27]=[CH:26][C:25](I)=[CH:24][CH:23]=1.C(=O)([O-])[O-].[Na+].[Na+]>C(COC)OC.C1C=CC([P]([Pd]([P](C2C=CC=CC=2)(C2C=CC=CC=2)C2C=CC=CC=2)([P](C2C=CC=CC=2)(C2C=CC=CC=2)C2C=CC=CC=2)[P](C2C=CC=CC=2)(C2C=CC=CC=2)C2C=CC=CC=2)(C2C=CC=CC=2)C2C=CC=CC=2)=CC=1>[Br:21][C:22]1[CH:27]=[CH:26][C:25]([C:3]2[CH:4]=[CH:5][C:6]([O:9][CH2:10][CH2:11][CH2:12][CH2:13][CH2:14][CH2:15][CH2:16][CH3:17])=[C:7]([F:8])[C:2]=2[F:1])=[CH:24][CH:23]=1 |f:2.3.4,^1:44,46,65,84|. The product is BrC1=CC=C(C=C1)C1=C(C(=C(C=C1)OCCCCCCCC)F)F (4'-bromo-2.3-difluoro-4-octoxybiphenyl). Procedure details: A solution of 2,3-difluro-4-octoxyphenylboronic acid (5) (8.29 g, 0.029 mol) in dimethoxyethane (40 ml) was added to a solution of 4-bromoiodobenzene (6.80 g, 0.024 mol) and tetrakis(triphenylphosphine)palladium (0) (1.4 8 g. 1.29 mmol) in dimethoxyethane (40 ml) under nitrogen. To this, 2M sodium carbonate (60 ml) was added. The stirred mixture was refluxed gently. Progress of the reaction was carefully monitored using tic until the 4-bromoiodobenzene had reacted completely (usually 4-5hr). The... The reagents and catalysts are C=1C=CC(=CC1)[P](C=2C=CC=CC2)(C=3C=CC=CC3)[Pd]([P](C=4C=CC=CC4)(C=5C=CC=CC5)C=6C=CC=CC6)([P](C=7C=CC=CC7)(C=8C=CC=CC8)C=9C=CC=CC9)[P](C=1C=CC=CC1)(C=1C=CC=CC1)C=1C=CC=CC1 (tetrakis(triphenylphosphine)palladium).